This data is from the Open Reaction Database (ORD), a public repository of structured organic reaction records. The task is: describe an organic reaction: reactants, conditions, products, and yield Starting materials: [N+](=O)([O-])C1=CC=CC=2C(C3=C(C=CC=C3C(C12)=O)[N+](=O)[O-])=O (1,5-dinitroanthraquinone), [N+](=O)([O-])C1=CC=CC=2C(C3=CC=CC(=C3C(C12)=O)[N+](=O)[O-])=O (1,8-dinitroanthraquinone), dinitroanthraquinones, aqueous solution, [OH-].[Na+] (sodium hydroxide), hydrated hydrazine, [N+](=O)([O-])C1=CC=CC=2C(C3=CC=CC=C3C(C12)=O)=O (1-nitroanthraquinone). Conditions: time 3 hour. Product: NC1=CC=CC=2C(C3=CC=CC=C3C(C12)=O)=O (1-aminoanthraquinone). As a reaction SMILES: [N+:1]([C:4]1[C:17]2[C:16](=[O:18])[C:15]3[C:10](=[CH:11][CH:12]=[CH:13][CH:14]=3)[C:9](=[O:19])[C:8]=2[CH:7]=[CH:6][CH:5]=1)([O-])=O.[N+](C1C2C(=O)C3C(=C([N+]([O-])=O)C=CC=3)C(=O)C=2C=CC=1)([O-])=O.[N+](C1C2C(=O)C3C(=CC=CC=3[N+]([O-])=O)C(=O)C=2C=CC=1)([O-])=O.[OH-].[Na+]>>[NH2:1][C:4]1[C:17]2[C:16](=[O:18])[C:15]3[C:10](=[CH:11][CH:12]=[CH:13][CH:14]=3)[C:9](=[O:19])[C:8]=2[CH:7]=[CH:6][CH:5]=1 |f:3.4|. Procedure details: A 1-liter electromagnetically stirred cylindrical glass reactor was charged with 5.0 g of crude ;b 1-nitroanthraquinone having a purity of 81% and containing 8% of 1,5-dinitroanthraquinone, 4% of 1,8-dinitroanthraquinone and 7% of other dinitroanthraquinones as impurities (0.016 mole of 1-mitroanthraquinone), 100 g of a 4% aqueous solution of sodium hydroxide and 4.2 g (0.067 mole) of 80% hydrated hydrazine. The mixture was stirred at 80° to 100° C. for 3 hours to form a slurry of 1-aminoanthraq... Reactants: C(C=CC1=CC=CC=C1)(=O)Cl (cinnamoyl chloride), O1CCCC1 (tetrahydrofuran), NC1=C(C#N)C(=C(C(=C1O)F)C1=CC=CC=C1)C (2-amino-5-phenyl-4-fluoro-3-hydroxy-6-methylbenzonitrile), C(O)([O-])=O.[Na+] (sodium hydrogencarbonate). The solvent is C(C)(=O)OCC (ethyl acetate). Reaction conditions: time 17 hour. Product: C(#N)C=1C(=C(C(=C(C1NC(\C=C\C1=CC=CC=C1)=O)O)F)C1=CC=CC=C1)C ((E)-N-(3-Cyano-6-fluoro-5-hydroxy-2-methyl[1,1′-biphenyl]-4-yl)-3-phenyl-2-propenamide). As a reaction SMILES: [C:1](Cl)(=[O:10])[CH:2]=[CH:3][C:4]1[CH:9]=[CH:8][CH:7]=[CH:6][CH:5]=1.O1CCCC1.[NH2:17][C:18]1[C:25]([OH:26])=[C:24]([F:27])[C:23]([C:28]2[CH:33]=[CH:32][CH:31]=[CH:30][CH:29]=2)=[C:22]([CH3:34])[C:19]=1[C:20]#[N:21].C(=O)([O-])O.[Na+]>C(OCC)(=O)C>[C:20]([C:19]1[C:22]([CH3:34])=[C:23]([C:28]2[CH:29]=[CH:30][CH:31]=[CH:32][CH:33]=2)[C:24]([F:27])=[C:25]([OH:26])[C:18]=1[NH:17][C:1](=[O:10])/[CH:2]=[CH:3]/[C:4]1[CH:9]=[CH:8][CH:7]=[CH:6][CH:5]=1)#[N:21] |f:3.4|. Reported procedure: Under nitrogen atmosphere, cinnamoyl chloride (378 mg, 2.27 mmol) was dropwise added to a tetrahydrofuran solution (10 ml) of 2-amino-5-phenyl-4-fluoro-3-hydroxy-6-methylbenzonitrile (I-41) (500 mg, 2.06 mmol) and sodium hydrogencarbonate (399 mg, 4.75 mmol) cooled with ice, followed by stirring at room temperature for 17 hours and stirring at 60° C. for 1 hour. After cooling, ethyl acetate was added to the reaction liquid, followed by washing with water and saturated brine. The obtained organic...